This data is from the Open Reaction Database (ORD), a public repository of structured organic reaction records. The task is: describe an organic reaction: reactants, conditions, products, and yield Reactants: Cl.ClC1=CC=C(C=C1)C1(CCN(CC1)C(CC(C(=O)C1=CC=CC=C1)F)F)O (γ-[4-(4-chlorophenyl)-4-hydroxypiperidin-1-yl]-2,4-difluorobutyrophenone hydrochloride), C(C1=CC=CC=C1)N (benzylamine), CS(=O)C (dimethylsulfoxide). Run in O (water). Reaction conditions: time 8 hour. Yields the product ClC1=CC=C(C=C1)C1(CCN(CC1)C(CC(C(=O)C1=CC=CC=C1)F)NCC1=CC=CC=C1)O (γ-[4-(4-chlorophenyl)-4-hydroxypiperidin-1-yl]-4-benzylamino-2-fluorobutyrophenone). As a reaction SMILES: Cl.[Cl:2][C:3]1[CH:8]=[CH:7][C:6]([C:9]2([OH:28])[CH2:14][CH2:13][N:12]([CH:15](F)[CH2:16][CH:17]([F:26])[C:18]([C:20]3[CH:25]=[CH:24][CH:23]=[CH:22][CH:21]=3)=[O:19])[CH2:11][CH2:10]2)=[CH:5][CH:4]=1.[CH2:29]([NH2:36])[C:30]1[CH:35]=[CH:34][CH:33]=[CH:32][CH:31]=1.CS(C)=O>O>[Cl:2][C:3]1[CH:8]=[CH:7][C:6]([C:9]2([OH:28])[CH2:14][CH2:13][N:12]([CH:15]([NH:36][CH2:29][C:30]3[CH:35]=[CH:34][CH:33]=[CH:32][CH:31]=3)[CH2:16][CH:17]([F:26])[C:18]([C:20]3[CH:25]=[CH:24][CH:23]=[CH:22][CH:21]=3)=[O:19])[CH2:11][CH2:10]2)=[CH:5][CH:4]=1 |f:0.1|. Procedure: A mixture of γ-[4-(4-chlorophenyl)-4-hydroxypiperidin-1-yl]-2,4-difluorobutyrophenone hydrochloride (4.0 g), benzylamine (20.0 g) and dimethylsulfoxide (100 ml) was stirred at 70° to 80°C for 8 hours. After cooling, the reaction mixture was poured into water and extracted with ethyl acetate. The extract was sufficiently washed with water, dried over anhydrous sodium sulfate and concentrated under reduced pressure. Treatment of the residue with ethanol afforded γ-[4-(4-chlorophenyl)-4-hydroxypipe... The reactants are O1CCN(CC1)C=1C=CC(=NC1)N (5-morpholinopyridin-2-amine), BrC=1C=C(C(N(C1)C)=O)NC1=CC=C(C=N1)N1CCN(CC1)C(=O)OC(C)(C)C (tert-Butyl 4-(6-(5-bromo-1-methyl-2-oxo-1,2-dihydropyridin-3-ylamino)pyridine-3-yl)piperazine-1-carboxylate), BrC=1C(N(C=C(C1)Br)C)=O (3,5-dibromo-1-methylpyridin-2(1H)-one). The product is BrC=1C=C(C(N(C1)C)=O)NC1=NC=C(C=C1)N1CCOCC1 (5-Bromo-1-methyl-3-(5-morpholinopyridin-2-ylamino)pyridin-2(1H)-one), solid. The yield is 63.0%. As a reaction SMILES: [Br:1][C:2]1[CH:3]=[C:4]([NH:10][C:11]2[N:16]=[CH:15][C:14]([N:17]3[CH2:22][CH2:21]N(C(OC(C)(C)C)=O)[CH2:19][CH2:18]3)=[CH:13][CH:12]=2)[C:5](=[O:9])[N:6]([CH3:8])[CH:7]=1.BrC1C(=[O:39])N(C)C=C(Br)C=1.O1CCN(C2C=CC(N)=NC=2)CC1>>[Br:1][C:2]1[CH:3]=[C:4]([NH:10][C:11]2[CH:12]=[CH:13][C:14]([N:17]3[CH2:18][CH2:19][O:39][CH2:21][CH2:22]3)=[CH:15][N:16]=2)[C:5](=[O:9])[N:6]([CH3:8])[CH:7]=1. Procedure details: Following the procedures as described for 188c and starting with 3,5-dibromo-1-methylpyridin-2(1H)-one (1.15 g, 4.3 mmol) and 5-morpholinopyridin-2-amine (770 mg, 4.3 mmol), 255c was obtained as a yellow solid (986 mg, 63%). MS: [M+H]+ 365